This data is from the Open Reaction Database (ORD), a public repository of structured organic reaction records. The task is: describe an organic reaction: reactants, conditions, products, and yield The reactants are O=c1[nH]c2ccc(Br)cc2[nH]1, Fc1ccc2c(c1)CCc1cc(F)ccc1C2=CBr, O=C([O-])[O-], CC1(C)OB(c2ccc3[nH]c(=O)[nH]c3c2)OC1(C)C, [Na+], [Na+], C1COCCO1. Yields the product O=c1[nH]c2ccc(C=C3c4ccc(F)cc4CCc4cc(F)ccc43)cc2[nH]1. Reaction SMILES: [Br:20][c:21]1[cH:22][cH:23][c:24]2[nH:25][c:26](=[O:27])[nH:28][c:29]2[cH:30]1.[Br:31][CH:32]=[C:33]1[c:34]2[c:35]([cH:45][c:46]([F:49])[cH:47][cH:48]2)[CH2:36][CH2:37][c:38]2[c:39]1[cH:40][cH:41][c:42]([F:44])[cH:43]2.[C:50](=[O:51])([O-:52])[O-:53].[CH3:1][C:2]1([CH3:3])[C:4]([CH3:5])([CH3:6])[O:7][B:8]([c:9]2[cH:10][c:11]3[c:12]([nH:13][c:14](=[O:16])[nH:15]3)[cH:17][cH:18]2)[O:19]1.[Na+:54].[Na+:55].[O:56]1[CH2:57][CH2:58][O:59][CH2:60][CH2:61]1>>[c:9]1([CH:32]=[C:33]2[c:34]3[c:35]([cH:45][c:46]([F:49])[cH:47][cH:48]3)[CH2:36][CH2:37][c:38]3[c:39]2[cH:40][cH:41][c:42]([F:44])[cH:43]3)[cH:10][c:11]2[c:12]([nH:13][c:14](=[O:16])[nH:15]2)[cH:17][cH:18]1. Yields the product FC1=C(C(=O)OC)C=CC=C1C=O (methyl 2-fluoro-3-formylbenzoate). Reaction SMILES: Br[CH2:2][C:3]1[C:4]([F:13])=[C:5]([CH:10]=[CH:11][CH:12]=1)[C:6]([O:8][CH3:9])=[O:7].C(=O)(O)[O-:15].[Na+].CS(C)=O>C(OCC)(=O)C>[F:13][C:4]1[C:3]([CH:2]=[O:15])=[CH:12][CH:11]=[CH:10][C:5]=1[C:6]([O:8][CH3:9])=[O:7] |f:1.2|. Reactants: BrCC=1C(=C(C(=O)OC)C=CC1)F (methyl 3-(bromomethyl)-2-fluorobenzoate), C([O-])(O)=O.[Na+] (sodium bicarbonate), CS(=O)C (DMSO). Run in C(C)(=O)OCC (ethyl acetate). Conditions: temperature 115 celsius. Procedure details: Dimethylsulfoxide was degassed with argon for 1 h. Methyl 3-(bromomethyl)-2-fluorobenzoate (3.6 g, 14.5 mmol) from Step B above and solid sodium bicarbonate (10.5 g, 124.6 mmol) were added to the DMSO and the mixture was heated at 115° C. for 2 h. The reaction mixture was then diluted with ethyl acetate, washed with brine, dried (Na2SO4), filtered, concentrated under reduced pressure and purified by column chromatography (silica gel, 0% to 2% ethyl acetate in hexanes) to give methyl 2-fluoro-3-f... Yield: 68.2%.